Task: describe an organic reaction: reactants, conditions, products, and yield. Dataset: the Open Reaction Database (ORD), a public repository of structured organic reaction records Starting materials: COC1=CC=C(C=2C=C(OC21)C)N (7-Methoxy-2-methyl-benzofuran-4-ylamine), C1=CN(C=N1)C(=S)N2C=CN=C2 (TCDI). Run in C(Cl)Cl (CH2Cl2). Reaction conditions: time 30 minute. Product: N(=C=S)C1=CC=C(C2=C1C=C(O2)C)OC (4-Isothiocyanato-7-methoxy-2-methyl-benzofuran). The yield is 82.1%. Reaction SMILES: [CH3:1][O:2][C:3]1[C:11]2[O:10][C:9]([CH3:12])=[CH:8][C:7]=2[C:6]([NH2:13])=[CH:5][CH:4]=1.C1N=CN([C:19](N2C=NC=C2)=[S:20])C=1>C(Cl)Cl>[N:13]([C:6]1[C:7]2[CH:8]=[C:9]([CH3:12])[O:10][C:11]=2[C:3]([O:2][CH3:1])=[CH:4][CH:5]=1)=[C:19]=[S:20]. Procedure: 7-Methoxy-2-methyl-4-nitro-benzofuran (1.24 g, 6.0 mmol) was hydrogenated using Pd/C (10%, dry, 700 mg) and H2 balloon in EtOH (30 mL) at r.t. for 2 h. The reaction mixture was filtered. Purification of the concentrated filtrate by column chromatography (EtOAc:Hexane=2.5:7.5) afforded 7-methoxy-2-methyl-benzofuran-4-ylamine as a brown oil (620 mg, 58%). 7-Methoxy-2-methyl-benzofuran-4-ylamine (620 mg, 3.5 mmol) was dissolved in CH2Cl2 (10 mL). TCDI (thiocarbodiimidazole, 686 mg, 3.9 mmol) was ad... Starting materials: C(=O)(O)[O-].[Na+] (NaHCO3), HCl-salt, C(C)(C)N(CCC)[C@H]1COC2=CC=CC(=C2C1)OC ((R)-3-(N-isopropyl-N-n-propylamino)-5-methoxychroman), B(Br)(Br)Br (BBr3). The solvent is C(Cl)Cl (CH2Cl2), C(Cl)Cl (CH2Cl2). Reaction conditions: temperature -60 celsius, time 12 hour. The product is OC1=C2C[C@H](COC2=CC=C1)N(CCC)C(C)C ((R)-5-Hydroxy-3-(N-isopropyl-N-n-propylamino)chroman). The yield is 98.0%. As a reaction SMILES: [CH:1]([N:4]([C@@H:8]1[CH2:17][C:16]2[C:11](=[CH:12][CH:13]=[CH:14][C:15]=2[O:18]C)[O:10][CH2:9]1)[CH2:5][CH2:6][CH3:7])([CH3:3])[CH3:2].B(Br)(Br)Br.C([O-])(O)=O.[Na+]>C(Cl)Cl>[OH:18][C:15]1[CH:14]=[CH:13][CH:12]=[C:11]2[C:16]=1[CH2:17][C@@H:8]([N:4]([CH:1]([CH3:2])[CH3:3])[CH2:5][CH2:6][CH3:7])[CH2:9][O:10]2 |f:2.3|. Reported procedure: The HCl-salt of (R)-3-(N-isopropyl-N-n-propylamino)-5-methoxychroman (15.5 g, 52 mmol) was mixed with CH2Cl2 (100 mL) under nitrogen atmosphere and cooled to -60° C. BBr3 (27.2 g, 110 mmol) dissolved in CH2Cl2 (50 mL), was added slowly. The temperature was then raised to 0° C. and the reaction mixture was stirred at 0° C. for 12 h. The reaction mixture was then slowly added to a stirred saturated NaHCO3 solution. The layers were separated and the water layer was extracted once with CH2Cl2. The c... Starting materials: O=C1C2(C=3C(=NC=CC3)N1)CC1=C(C=C3C=CC(=NC3=C1)C(=O)O)C2 ((±)-2′-oxo-1′,2′,6,8-tetrahydrospiro[cyclopenta[g]quinoline-7,3′-pyrrolo[2,3-b]pyridine]-2-carboxylic acid), O=C1C2(C=3C(=NC=CC3)N1)CC1=C(C=C3C=CC(=NC3=C1)C(=O)O)C2 ((±)-2′-oxo-1′,2′,6,8-tetrahydrospiro[cyclopenta[g]quinoline-7,3′-pyrrolo[2,3-b]pyridine]-2-carboxylic acid), C1NCC2=CC=CC=C12 (isoindoline), C(CCl)Cl (EDC), C=1C=CC2=C(C1)N=NN2O (HOBT), C(C)(C)N(C(C)C)CC (N,N-diisopropylethylamine). Run in CN(C)C=O (DMF). Yields the product C1N(CC2=CC=CC=C12)C(=O)C1=NC2=CC3=C(C=C2C=C1)CC1(C(NC2=NC=CC=C21)=O)C3 ((±)-2-(1,3-Dihydro-2H-isoindol-2-ylcarbonyl)-6,8-dihydrospiro[cyclopenta[g]quinoline-7,3′-pyrrolo[2,3-b]pyridin]-2′(1′H)-one). Reaction SMILES: [O:1]=[C:2]1[NH:10][C:5]2=[N:6][CH:7]=[CH:8][CH:9]=[C:4]2[C:3]21[CH2:25][C:13]1[CH:14]=[C:15]3[C:20](=[CH:21][C:12]=1[CH2:11]2)[N:19]=[C:18]([C:22]([OH:24])=O)[CH:17]=[CH:16]3.[CH2:26]1[C:34]2[C:29](=[CH:30][CH:31]=[CH:32][CH:33]=2)[CH2:28][NH:27]1.C(Cl)CCl.C1C=CC2N(O)N=NC=2C=1.C(N(CC)C(C)C)(C)C>CN(C=O)C>[CH2:26]1[C:34]2[C:29](=[CH:30][CH:31]=[CH:32][CH:33]=2)[CH2:28][N:27]1[C:22]([C:18]1[CH:17]=[CH:16][C:15]2[C:20](=[CH:21][C:12]3[CH2:11][C:3]4([C:4]5[C:5](=[N:6][CH:7]=[CH:8][CH:9]=5)[NH:10][C:2]4=[O:1])[CH2:25][C:13]=3[CH:14]=2)[N:19]=1)=[O:24]. Procedure details: A mixture of (±)-2′-oxo-1′,2′,6,8-tetrahydrospiro[cyclopenta[g]quinoline-7,3′-pyrrolo[2,3-b]pyridine]-2-carboxylic acid (10 mg, 0.030 mmol, described in Intermediate 19), isoindoline (7 mg, 0.060 mmol), EDC (9 mg, 0.045 mmol), HOBT (7 mg, 0.045 mmol), and N,N-diisopropylethylamine (0.026 mL, 0.151 mmol) was stirred in DMF (1 mL) at ambient temperature for 18 h. The reaction mixture was purified directly by HPLC using a reversed phase C18 column and eluting with a gradient of H2O:CH3 CN:CF3 CO2H—...